Dataset: the Open Reaction Database (ORD), a public repository of structured organic reaction records. Task: describe an organic reaction: reactants, conditions, products, and yield Reactants: O=C(N=C=S)c1ccccc1, CCN(C(C)C)C(C)C, ClCCl, Cl, Cl, CC(C)C(N)C(=O)N1CCC(c2ccc(Cl)cc2)CC1. Product: CC(C)C(NC(=S)NC(=O)c1ccccc1)C(=O)N1CCC(c2ccc(Cl)cc2)CC1. Reaction SMILES: [C:31]([c:32]1[cH:33][cH:34][cH:35][cH:36][cH:37]1)(=[O:38])[N:39]=[C:40]=[S:41].[CH:22]([N:23]([CH2:24][CH3:25])[CH:26]([CH3:27])[CH3:28])([CH3:29])[CH3:30].[Cl:43][CH2:44][Cl:45].[ClH:1].[ClH:42].[NH2:2][CH:3]([C:4](=[O:5])[N:6]1[CH2:7][CH2:8][CH:9]([c:12]2[cH:13][cH:14][c:15]([Cl:18])[cH:16][cH:17]2)[CH2:10][CH2:11]1)[CH:19]([CH3:20])[CH3:21]>>[NH:2]([CH:3]([C:4](=[O:5])[N:6]1[CH2:7][CH2:8][CH:9]([c:12]2[cH:13][cH:14][c:15]([Cl:18])[cH:16][cH:17]2)[CH2:10][CH2:11]1)[CH:19]([CH3:20])[CH3:21])[C:40]([NH:39][C:31]([c:32]1[cH:33][cH:34][cH:35][cH:36][cH:37]1)=[O:38])=[S:41].